This data is from the Open Reaction Database (ORD), a public repository of structured organic reaction records. The task is: describe an organic reaction: reactants, conditions, products, and yield Reactants: FC(C(=O)O)(F)F (Trifluoroacetic acid), FC1(CCC(CC1)C(=O)N1[C@@H](CN(CC1)C(=O)OC(C)(C)C)C)F ((R)-tert-butyl 4-(4,4-difluorocyclohexanecarbonyl)-3-methylpiperazine-1-carboxylate), C(=O)([O-])[O-].[K+].[K+] (K2CO3). Solvent: ClCCl (dichloromethane). Reaction conditions: time 1.5 hour. Yields the product FC1(CCC(CC1)C(=O)N1[C@H](CNCC1)C)F ((S)-(4,4-difluorocyclohexyl)(2-methylpiperazin-1-yl)methanone). RXN SMILES: [F:1][C:2]1([F:24])[CH2:7][CH2:6][CH:5]([C:8]([N:10]2[CH2:15][CH2:14][N:13](C(OC(C)(C)C)=O)[CH2:12][C@H:11]2[CH3:23])=[O:9])[CH2:4][CH2:3]1.FC(F)(F)C(O)=O.C([O-])([O-])=O.[K+].[K+]>ClCCl>[F:24][C:2]1([F:1])[CH2:3][CH2:4][CH:5]([C:8]([N:10]2[CH2:15][CH2:14][NH:13][CH2:12][C@@H:11]2[CH3:23])=[O:9])[CH2:6][CH2:7]1 |f:2.3.4|. Procedure details: (R)-tert-butyl 4-(4,4-difluorocyclohexanecarbonyl)-3-methylpiperazine-1-carboxylate 54 (1.89 g, 5.46 mmol) was dissolved in dichloromethane (30 ml). Trifluoroacetic acid (4.20 ml, 54.6 mmol) was added and the reaction stirred at RT for 1.5 hours. The reaction was added to aqueous K2CO3 (100 ml) and extracted three times with dichloromethane (50 ml). The combined organic extracts were dried (MgSO4) and evaporated to give (S)-(4,4-difluorocyclohexyl)(2-methylpiperazin-1-yl)methanone 55 as a yellow...